Dataset: the Open Reaction Database (ORD), a public repository of structured organic reaction records. Task: describe an organic reaction: reactants, conditions, products, and yield The reactants are [H-].[Al+3].[Li+].[H-].[H-].[H-] (Lithium aluminium hydride), FC=1C=CC2=C(C(=CO2)C(=O)OC)C1 (methyl 5-fluorobenzofuran-3-carboxylate), C(Cl)Cl (methylene chloride). Procedure: Lithium aluminium hydride (15 g) was suspended in tetrahydrofuran (400 mL) under a nitrogen atmosphere followed by dropwise addition of a solution of methyl 5-fluorobenzofuran-3-carboxylate (58 g) in tetrahydrofuran (300 mL). The temperature increased to 55° C. during the addition. After stirring for 2 h the reaction was quenched succesively with water (30 mL), 15% aq. sodium hydroxide (15 mL), and water (75 mL). Further tetrahydrofuran (500 mL) was added and the mixture stirred for 1 h. The mix... Yields the product ClCC1=COC2=C1C=C(C=C2)F (3-chloromethyl-5-fluorobenzofuran). Reaction SMILES: [H-].[Al+3].[Li+].[H-].[H-].[H-].[F:7][C:8]1[CH:9]=[CH:10][C:11]2[O:15][CH:14]=[C:13]([C:16](OC)=O)[C:12]=2[CH:20]=1.C(Cl)[Cl:22]>O1CCCC1>[Cl:22][CH2:16][C:13]1[C:12]2[CH:20]=[C:8]([F:7])[CH:9]=[CH:10][C:11]=2[O:15][CH:14]=1 |f:0.1.2.3.4.5|. Run in O1CCCC1 (tetrahydrofuran), O1CCCC1 (tetrahydrofuran). Conditions: temperature 55 celsius, time 2 hour. Reactants: BrCC=1C=C(C=CC1)NC(C)=O (N-(3-(bromomethyl)phenyl)acetamide), C(=O)([O-])[O-].[K+].[K+] (K2CO3), CCS (EtSH). The solvent is CC#N (CH3CN), O (water). Run at time 8 hour. Product: C(C)SCC=1C=C(C=CC1)NC(C)=O (N-(3-(ethylthiomethyl)phenyl)acetamide). The yield is 56.0%. Reaction SMILES: Br[CH2:2][C:3]1[CH:4]=[C:5]([NH:9][C:10](=[O:12])[CH3:11])[CH:6]=[CH:7][CH:8]=1.C([O-])([O-])=O.[K+].[K+].[CH3:19][CH2:20][SH:21]>CC#N.O>[CH2:20]([S:21][CH2:2][C:3]1[CH:4]=[C:5]([NH:9][C:10](=[O:12])[CH3:11])[CH:6]=[CH:7][CH:8]=1)[CH3:19] |f:1.2.3|. Procedure details: To a solution of N-(3-(bromomethyl)phenyl)acetamide (6.6 g, 29 mmol) in CH3CN (50 mL) and water (10 mL) was added K2CO3 (6 g, 43 mmol) and EtSH (1.79 g, 29 mmol). The mixture was stirred at r.t. overnight. After removal of the solvent, the residue was extracted with EtOAc, dried and concentrated to give the crude product. The crude was purified by silica gel chromatography (petroleum ether:EtOAc=1:0 to 10:1) to give N-(3-(ethylthiomethyl)phenyl)acetamide (3.4 g, 56% yield) as a light yellow soli... The reactants are ClC1=NC=CC(=C1)C(=O)O (2-chloro-pyridine-4-carboxylic acid), Pd(dppf), solution, Cl (HCl). The solvent is CC(OCC)=O (EA), O (water), O1CCOCC1 (dioxane), C1CCOC1 (THF). Run at time 16 hour. Product: C(C(C)C)C=1C=C(C(=O)O)C=CN1 (2-Isobutyl-isonicotinic acid). Isolated yield 137.8%. As a reaction SMILES: Cl[C:2]1[CH:7]=[C:6]([C:8]([OH:10])=[O:9])[CH:5]=[CH:4][N:3]=1.Cl>O1CCOCC1.C1COCC1.CC(=O)OCC.O>[CH2:5]([C:2]1[CH:7]=[C:6]([CH:5]=[CH:4][N:3]=1)[C:8]([OH:10])=[O:9])[CH:6]([CH3:8])[CH3:7]. Procedure: To a solution of 2-chloro-pyridine-4-carboxylic acid (2.55 g, 16.2 mmol) in dioxane (50 mL), Pd(dppf) (132 mg, 0.162 mmol) is added. The mixture is stirred under argon at rt and isobutyl zinbromide (6.55 g, 32.4 mmol, 65 mL of a 0.5 M solution in THF) is added dropwise. The mixture is stirred at rt for 1 h, then at 100° C. for 16 h. The mixture is cooled to rt and diluted with EA (250 mL) and cold water (0° C.). The mixture is acidified by adding aq. 25% HCl. The org. phase is separated and the ... Reactants: ClC=1N=C(NC1CC)C(=O)N[C@@H]1[C@@H](CN(CC1)C=1OC(=C(N1)C(=O)OCCCC)C)OC (butyl cis(±)-2-(4-{[(4-chloro-5-ethyl-1H-imidazol-2-yl)carbonyl]amino}-3-methoxypiperidin-1-yl)-5-methyl-1,3-oxazole-4-carboxylate), [OH-].[Li+] (lithium hydroxide), CO (methanol). Solvent: C1CCOC1 (THF). Yields the product ClC=1N=C(NC1CC)C(=O)N[C@@H]1[C@@H](CN(CC1)C=1OC(=C(N1)C(=O)O)C)OC (cis(±)-2-(4-{[(4-Chloro-5-ethyl-1H-imidazol-2-yl)carbonyl]amino}-3-methoxypiperidin-1-yl)-5-methyl-1,3-oxazole-4-carboxylic acid). Yield: 98.5%. Reaction SMILES: [Cl:1][C:2]1[N:3]=[C:4]([C:9]([NH:11][C@H:12]2[CH2:17][CH2:16][N:15]([C:18]3[O:19][C:20]([CH3:30])=[C:21]([C:23]([O:25]CCCC)=[O:24])[N:22]=3)[CH2:14][C@H:13]2[O:31][CH3:32])=[O:10])[NH:5][C:6]=1[CH2:7][CH3:8].[OH-].[Li+].CO>C1COCC1>[Cl:1][C:2]1[N:3]=[C:4]([C:9]([NH:11][C@H:12]2[CH2:17][CH2:16][N:15]([C:18]3[O:19][C:20]([CH3:30])=[C:21]([C:23]([OH:25])=[O:24])[N:22]=3)[CH2:14][C@H:13]2[O:31][CH3:32])=[O:10])[NH:5][C:6]=1[CH2:7][CH3:8] |f:1.2|. Procedure details: The same operation as in Example (91d) was performed using butyl cis(±)-2-(4-{[(4-chloro-5-ethyl-1H-imidazol-2-yl)carbonyl]amino}-3-methoxypiperidin-1-yl)-5-methyl-1,3-oxazole-4-carboxylate obtained in Example (106d) (0.32 g, 0.69 mmol), 2 N lithium hydroxide (3 mL, 6 mmol), methanol (2 mL) and THF (5 mL), to obtain 0.28 g of the title compound as a colorless solid (99%). Reactants: ClC1=C(C(=C(C=C1OC)OC)Cl)C1=CC2=C(C=N1)C=NN2 (6-(2,6-dichloro-3,5-dimethoxyphenyl)-1H-pyrazolo[4,3-c]pyridine), IN1C(CCC1=O)=O (N-iodosuccinimide). Run in C(Cl)Cl (methylene chloride). Run at time 2 hour. Yields the product ClC1=C(C(=C(C=C1OC)OC)Cl)C1=CC2=C(C=N1)C(=NN2)I (6-(2,6-dichloro-3,5-dimethoxyphenyl)-3-iodo-1H-pyrazolo[4,3-c]pyridine). Yield: 58.5%. RXN SMILES: [Cl:1][C:2]1[C:7]([O:8][CH3:9])=[CH:6][C:5]([O:10][CH3:11])=[C:4]([Cl:12])[C:3]=1[C:13]1[N:18]=[CH:17][C:16]2[CH:19]=[N:20][NH:21][C:15]=2[CH:14]=1.[I:22]N1C(=O)CCC1=O>C(Cl)Cl>[Cl:12][C:4]1[C:5]([O:10][CH3:11])=[CH:6][C:7]([O:8][CH3:9])=[C:2]([Cl:1])[C:3]=1[C:13]1[N:18]=[CH:17][C:16]2[C:19]([I:22])=[N:20][NH:21][C:15]=2[CH:14]=1. Procedure details: At r.t. to a stirring solution of 6-(2,6-dichloro-3,5-dimethoxyphenyl)-1H-pyrazolo[4,3-c]pyridine (0.62 g, 1.9 mmol) in methylene chloride (10 mL) was added N-iodosuccinimide (0.47 g, 2.1 mmol). The mixture was stirred at r.t. for 2 h. It was concentrated under reduced pressure. The residue was purified by flash chromatography on a silica gel column with ethyl acetate in hexanes (0-50%) to afford the desired product 0.50 g. Starting materials: CCOC(=O)c1c(Cl)c(C)c(=O)n(C)c1C#C[Si](C)(C)C, CC(C)=O, O, O=S(=O)(O)O. The product is CCOC(=O)c1c(Cl)c(C)c(=O)n(C)c1C(C)=O. Reaction SMILES: [CH2:1]([CH3:2])[O:3][C:4](=[O:5])[c:6]1[c:7]([C:16]#[C:17][Si:18]([CH3:19])([CH3:20])[CH3:21])[n:8]([CH3:15])[c:9](=[O:14])[c:10]([CH3:13])[c:11]1[Cl:12].[CH3:27][C:28](=[O:29])[CH3:30].[OH2:31].[S:22]([OH:23])(=[O:24])(=[O:25])[OH:26]>>[CH2:1]([CH3:2])[O:3][C:4](=[O:5])[c:6]1[c:7]([C:16]([CH3:17])=[O:23])[n:8]([CH3:15])[c:9](=[O:14])[c:10]([CH3:13])[c:11]1[Cl:12].